This data is from the Open Reaction Database (ORD), a public repository of structured organic reaction records. The task is: describe an organic reaction: reactants, conditions, products, and yield Product: COC(=O)CCc1cc(C)c(-c2cc3ccc(C(=O)NNC(=O)c4ccc(OC)cc4)cc3[nH]2)c(C)c1. As a reaction SMILES: [CH2:60]1[O:61][CH2:62][CH2:63][CH2:64]1.[CH3:1][O:2][C:3](=[O:4])[CH2:5][CH2:6][c:7]1[cH:8][c:9]([CH3:26])[c:10](-[c:14]2[nH:15][c:16]3[cH:17][c:18]([C:23](=[O:24])[OH:25])[cH:19][cH:20][c:21]3[cH:22]2)[c:11]([CH3:13])[cH:12]1.[CH3:37][CH2:38][N:39]=[C:40]=[N:41][CH2:42][CH2:43][CH2:44][N:45]([CH3:46])[CH3:47].[CH3:48][O:49][c:50]1[cH:51][cH:52][c:53]([C:54](=[O:55])[NH:56][NH2:57])[cH:58][cH:59]1.[OH:27][n:28]1[c:29]2[c:30]([cH:31][cH:32][cH:33][cH:34]2)[n:35][n:36]1>>[CH3:1][O:2][C:3](=[O:4])[CH2:5][CH2:6][c:7]1[cH:8][c:9]([CH3:26])[c:10](-[c:14]2[nH:15][c:16]3[cH:17][c:18]([C:23](=[O:24])[NH:57][NH:56][C:54]([c:53]4[cH:52][cH:51][c:50]([O:49][CH3:48])[cH:59][cH:58]4)=[O:55])[cH:19][cH:20][c:21]3[cH:22]2)[c:11]([CH3:13])[cH:12]1. Starting materials: C1CCOC1, COC(=O)CCc1cc(C)c(-c2cc3ccc(C(=O)O)cc3[nH]2)c(C)c1, CCN=C=NCCCN(C)C, COc1ccc(C(=O)NN)cc1, On1nnc2ccccc21. The reactants are C1(=CC=CC=C1)C1NCCCC1C(=O)OCC (ethyl 2-phenylpiperidine-3-carboxylate), CN(C)C(=[N+](C)C)ON1C2=C(C=CC=C2)N=N1.[B-](F)(F)(F)F (TBTU), CCN(C(C)C)C(C)C (DIEA), C1(CC1)COC1=C(C=CC(=N1)C(=O)O)N1CC(C1)(F)F (6-cyclopropylmethoxy-5-(3,3-difluoro-azetidin-1-yl)-pyridine-2-carboxylic acid). The product is C(C)OC(=O)C1C(N(CCC1)C(=O)C1=NC(=C(C=C1)N1CC(C1)(F)F)OCC1CC1)C1=CC=CC=C1 (1-[6-Cyclopropylmethoxy-5-(3,3-difluoro-azetidin-1-yl)-pyridine-2-carbonyl]-2-phenyl-piperidine-3-carboxylic acid ethyl ester). RXN SMILES: [CH:1]1([CH2:4][O:5][C:6]2[N:11]=[C:10]([C:12]([OH:14])=O)[CH:9]=[CH:8][C:7]=2[N:15]2[CH2:18][C:17]([F:20])([F:19])[CH2:16]2)[CH2:3][CH2:2]1.[C:21]1([CH:27]2[CH:32]([C:33]([O:35][CH2:36][CH3:37])=[O:34])[CH2:31][CH2:30][CH2:29][NH:28]2)[CH:26]=[CH:25][CH:24]=[CH:23][CH:22]=1.CN(C(ON1N=NC2C=CC=CC1=2)=[N+](C)C)C.[B-](F)(F)(F)F.CCN(C(C)C)C(C)C>>[CH2:36]([O:35][C:33]([CH:32]1[CH2:31][CH2:30][CH2:29][N:28]([C:12]([C:10]2[CH:9]=[CH:8][C:7]([N:15]3[CH2:18][C:17]([F:20])([F:19])[CH2:16]3)=[C:6]([O:5][CH2:4][CH:1]3[CH2:2][CH2:3]3)[N:11]=2)=[O:14])[CH:27]1[C:21]1[CH:22]=[CH:23][CH:24]=[CH:25][CH:26]=1)=[O:34])[CH3:37] |f:2.3|. Reported procedure: In analogy to the procedure described in Example 47 b), 6-cyclopropylmethoxy-5-(3,3-difluoro-azetidin-1-yl)-pyridine-2-carboxylic acid (Example 1 b)) was reacted with ethyl 2-phenylpiperidine-3-carboxylate (54529-38-3) in the presence of TBTU and DIEA to obtain the title compound as colorless oil; MS (EI): m/e=500.2 [MH+]. Starting materials: CC1C(c2ccccc2)CC(N(C(=O)[O-])C(C)(C)C)C(=O)N1CCC(F)(F)F, CCOC(C)=O, Cl. Yields the product Cl, CC1C(c2ccccc2)CC(N)C(=O)N1CCC(F)(F)F. As a reaction SMILES: [C:1]([N:5]([C:2](=[O:3])[O-:4])[CH:9]1[C:10](=[O:28])[N:11]([CH2:22][CH2:23][C:24]([F:25])([F:26])[F:27])[CH:12]([CH3:21])[CH:13]([c:15]2[cH:16][cH:17][cH:18][cH:19][cH:20]2)[CH2:14]1)([CH3:6])([CH3:7])[CH3:8].[CH3:30][CH2:31][O:32][C:33](=[O:34])[CH3:35].[ClH:29]>>[ClH:29].[NH2:5][CH:9]1[C:10](=[O:28])[N:11]([CH2:22][CH2:23][C:24]([F:25])([F:26])[F:27])[CH:12]([CH3:21])[CH:13]([c:15]2[cH:16][cH:17][cH:18][cH:19][cH:20]2)[CH2:14]1. Starting materials: C(C)(=O)OCC (Ethyl acetate), ClC1=C(C=CC(=C1)OC1=CC=NC2=CC(=C(C=C12)OC)OC)NC(=O)NC1=NOC(=C1)C (N-{2-Chloro-4-[(6,7-dimethoxy-4-quinolyl)oxy]phenyl}-N′-(5-methyl-3-isoxazolyl)urea), C(\C=C/C(=O)O)(=O)O (maleic acid). Run in CO (methanol), CO (methanol), CN(C(C)=O)C (N,N-dimethylacetamide). Conditions: time 4 hour. Yields the product C(\C=C/C(=O)[O-])(=O)[O-] (maleate), C(\C=C/C(=O)O)(=O)O.ClC1=C(C=CC(=C1)OC1=CC=NC2=CC(=C(C=C12)OC)OC)NC(=O)NC1=NOC(=C1)C (N-{2-chloro-4-[(6,7-dimethoxy-4-quinolyl)oxy]phenyl}-N′-(5-methyl-3-isoxazolyl)urea maleate). Isolated yield 75.7%. As a reaction SMILES: [Cl:1][C:2]1[CH:7]=[C:6]([O:8][C:9]2[C:18]3[C:13](=[CH:14][C:15]([O:21][CH3:22])=[C:16]([O:19][CH3:20])[CH:17]=3)[N:12]=[CH:11][CH:10]=2)[CH:5]=[CH:4][C:3]=1[NH:23][C:24]([NH:26][C:27]1[CH:31]=[C:30]([CH3:32])[O:29][N:28]=1)=[O:25].[C:33]([OH:40])(=[O:39])/[CH:34]=[CH:35]\[C:36]([OH:38])=[O:37].C(OCC)(=O)C>CO.CN(C)C(=O)C>[C:33]([O-:40])(=[O:39])/[CH:34]=[CH:35]\[C:36]([O-:38])=[O:37].[C:33]([OH:40])(=[O:39])/[CH:34]=[CH:35]\[C:36]([OH:38])=[O:37].[Cl:1][C:2]1[CH:7]=[C:6]([O:8][C:9]2[C:18]3[C:13](=[CH:14][C:15]([O:21][CH3:22])=[C:16]([O:19][CH3:20])[CH:17]=3)[N:12]=[CH:11][CH:10]=2)[CH:5]=[CH:4][C:3]=1[NH:23][C:24]([NH:26][C:27]1[CH:31]=[C:30]([CH3:32])[O:29][N:28]=1)=[O:25] |f:6.7|. Procedure details: N-{2-Chloro-4-[(6,7-dimethoxy-4-quinolyl)oxy]phenyl}-N′-(5-methyl-3-isoxazolyl)urea (2.0 g) produced in Production Example was added to methanol (27 mL), a solution of maleic acid (1.5 g) in methanol (27 mL) was added dropwise thereto, and the mixture was stirred at room temperature for 4 hr. The resultant precipitate was collected by filtration, and the filtered product was then dried under the reduced pressure. The powder thus obtained was stirred in N,N-dimethylacetamide (10 mL) at 100° C. fo...